describe an organic reaction: reactants, conditions, products, and yield From a dataset of the Open Reaction Database (ORD), a public repository of structured organic reaction records. Starting materials: BrC(C1=NSC2=C1C=C(C=C2)N2C(N(C(=CC2=O)C(F)(F)F)C)=O)Br (3-[3-(dibromomethyl)-1,2-benzisothiazol-5-yl]-1-methyl-6-(trifluoromethyl)-2,4(1H,3H)-pyrimidinedione), O1CCOCC1.O (dioxane water). The reagents and catalysts are [N+](=O)([O-])[O-].[Ag+] (silver nitrate). Run in C(Cl)Cl (methylene chloride). Reaction conditions: time 18 hour. Yields the product CN1C(N(C(C=C1C(F)(F)F)=O)C=1C=CC2=C(C(=NS2)C=O)C1)=O (5-[3,6-Dihydro-3-methyl-2,6-dioxo-4-(trifluoromethyl)-1(2H)-pyrimidinyl]-1,2-benzisothiazole-3-carboxaldehyde). RXN SMILES: Br[CH:2](Br)[C:3]1[C:7]2[CH:8]=[C:9]([N:12]3[C:17](=[O:18])[CH:16]=[C:15]([C:19]([F:22])([F:21])[F:20])[N:14]([CH3:23])[C:13]3=[O:24])[CH:10]=[CH:11][C:6]=2[S:5][N:4]=1.[O:26]1CCOCC1.O>[N+]([O-])([O-])=O.[Ag+].C(Cl)Cl>[CH3:23][N:14]1[C:15]([C:19]([F:22])([F:21])[F:20])=[CH:16][C:17](=[O:18])[N:12]([C:9]2[CH:10]=[CH:11][C:6]3[S:5][N:4]=[C:3]([CH:2]=[O:26])[C:7]=3[CH:8]=2)[C:13]1=[O:24] |f:1.2,3.4|. Reported procedure: A solution of 3-[3-(dibromomethyl)-1,2-benzisothiazol-5-yl]-1-methyl-6-(trifluoromethyl)-2,4(1H,3H)-pyrimidinedione (0.500 g, 0.00100 mol) in a dioxane/water mixture (5:2) is treated with silver nitrate (0.340 g, 0.00200 mol), refluxed for 90 minutes, cooled to room temperature, stirred for 18 hrs, refluxed for three hrs, cooled, and filtered through a pad of diatomaceous earth. The resultant filtrate is concentrated in vacuo to obtain an aqueous mixture. The aqueous mixture is extracted with me... Starting materials: O=C([O-])O, CN(C)C=O, O=C(Cl)C(=O)Cl, Cc1ccc(NC(=O)c2cccc(C(C)(C)C#N)c2)cc1Oc1ccc2nc(N)nn2c1, [Na+], C1CCOC1, c1ccncc1, O=C(O)c1cscn1. The product is Cc1ccc(NC(=O)c2cccc(C(C)(C)C#N)c2)cc1Oc1ccc2nc(NC(=O)c3cscn3)nn2c1. Reaction SMILES: [C:47](=[O:48])([O-:49])[OH:50].[CH3:63][N:64]([CH3:65])[CH:66]=[O:67].[Cl:9][C:10]([C:11]([Cl:12])=[O:13])=[O:14].[NH2:15][c:16]1[n:17][n:18]2[c:19]([cH:20][cH:21][c:22]([O:24][c:25]3[cH:26][c:27]([NH:32][C:33]([c:34]4[cH:35][c:36]([C:40]([CH3:41])([CH3:42])[C:43]#[N:44])[cH:37][cH:38][cH:39]4)=[O:45])[cH:28][cH:29][c:30]3[CH3:31])[cH:23]2)[n:46]1.[Na+:51].[O:52]1[CH2:53][CH2:54][CH2:55][CH2:56]1.[cH:57]1[cH:58][cH:59][n:60][cH:61][cH:62]1.[s:1]1[cH:2][n:3][c:4]([C:6](=[O:7])[OH:8])[cH:5]1>>[s:1]1[cH:2][n:3][c:4]([C:6](=[O:8])[NH:15][c:16]2[n:17][n:18]3[c:19]([cH:20][cH:21][c:22]([O:24][c:25]4[cH:26][c:27]([NH:32][C:33]([c:34]5[cH:35][c:36]([C:40]([CH3:41])([CH3:42])[C:43]#[N:44])[cH:37][cH:38][cH:39]5)=[O:45])[cH:28][cH:29][c:30]4[CH3:31])[cH:23]3)[n:46]2)[cH:5]1. Reactants: CCOCC, O=C(O)C(=O)N1CCC(Cc2ccc(F)cc2)CC1, N#Cc1cccc(N)c1. Yields the product N#Cc1cccc(NC(=O)C(=O)N2CCC(Cc3ccc(F)cc3)CC2)c1. As a reaction SMILES: [CH2:29]([O:30][CH2:31][CH3:32])[CH3:33].[F:1][c:2]1[cH:3][cH:4][c:5]([CH2:6][CH:7]2[CH2:8][CH2:9][N:10]([C:13]([C:14](=[O:15])[OH:16])=[O:17])[CH2:11][CH2:12]2)[cH:18][cH:19]1.[NH2:20][c:21]1[cH:22][c:23]([C:24]#[N:25])[cH:26][cH:27][cH:28]1>>[F:1][c:2]1[cH:3][cH:4][c:5]([CH2:6][CH:7]2[CH2:8][CH2:9][N:10]([C:13]([C:14](=[O:16])[NH:20][c:21]3[cH:22][c:23]([C:24]#[N:25])[cH:26][cH:27][cH:28]3)=[O:17])[CH2:11][CH2:12]2)[cH:18][cH:19]1. The reactants are CC(C)(C)c1ccc(C=O)cc1, CC(=O)OC(C)=O, Cl, O=C(O)Cc1ccccc1. Product: CC(C)(C)c1ccc(C=C(C(=O)O)c2ccccc2)cc1. As a reaction SMILES: [C:11]([CH3:12])([CH3:13])([CH3:14])[c:15]1[cH:16][cH:17][c:18]([CH:19]=[O:20])[cH:21][cH:22]1.[CH3:23][C:24]([O:25][C:26](=[O:27])[CH3:28])=[O:29].[ClH:30].[c:1]1([CH2:7][C:8](=[O:9])[OH:10])[cH:2][cH:3][cH:4][cH:5][cH:6]1>>[c:1]1([C:7]([C:8](=[O:9])[OH:10])=[CH:19][c:18]2[cH:17][cH:16][c:15]([C:11]([CH3:12])([CH3:13])[CH3:14])[cH:22][cH:21]2)[cH:2][cH:3][cH:4][cH:5][cH:6]1. Reactants: BrC1=CC=C(C=C1)C(F)(F)F (1-bromo-4-trifluoromethyl-benzene), C(C)(C)(C)OC(NCC1CCNCC1)=O (piperidin-4-ylmethyl-carbamic acid tert-butyl ester), C([O-])([O-])=O.[Cs+].[Cs+] (cesium carbonate), C1(=CC=CC=C1)P(C1=C(C2=CC=CC=C2C=C1)C1=C(C=CC2=CC=CC=C12)P(C1=CC=CC=C1)C1=CC=CC=C1)C1=CC=CC=C1 (2,2′-bis(diphenylphosphino)-1,1′-binaphthyl). The reagents and catalysts are C(C)(=O)[O-].[Pd+2].C(C)(=O)[O-] (palladium (II) acetate). Run in O (water), O1CCOCC1 (dioxane), O1CCOCC1 (dioxane). Run at temperature 110 celsius. Product: C(C)(C)(C)OC(NCC1CCN(CC1)C1=CC=C(C=C1)C(F)(F)F)=O ([1-(4-trifluoromethyl-phenyl)-piperidin-4-ylmethyl]-carbamic acid tert-butyl ester). Isolated yield 61.8%. Reaction SMILES: Br[C:2]1[CH:7]=[CH:6][C:5]([C:8]([F:11])([F:10])[F:9])=[CH:4][CH:3]=1.[C:12]([O:16][C:17](=[O:26])[NH:18][CH2:19][CH:20]1[CH2:25][CH2:24][NH:23][CH2:22][CH2:21]1)([CH3:15])([CH3:14])[CH3:13].C(=O)([O-])[O-].[Cs+].[Cs+].C1(P(C2C=CC=CC=2)C2C=CC3C(=CC=CC=3)C=2C2C3C(=CC=CC=3)C=CC=2P(C2C=CC=CC=2)C2C=CC=CC=2)C=CC=CC=1>O1CCOCC1.C([O-])(=O)C.[Pd+2].C([O-])(=O)C.O>[C:12]([O:16][C:17](=[O:26])[NH:18][CH2:19][CH:20]1[CH2:21][CH2:22][N:23]([C:2]2[CH:7]=[CH:6][C:5]([C:8]([F:11])([F:10])[F:9])=[CH:4][CH:3]=2)[CH2:24][CH2:25]1)([CH3:15])([CH3:13])[CH3:14] |f:2.3.4,7.8.9|. Procedure: A solution of 1-bromo-4-trifluoromethyl-benzene (50.0 g; 220 mmol) and piperidin-4-ylmethyl-carbamic acid tert-butyl ester (48.1 g; 220 mmol) in dioxane (1 L) was added to a suspension of palladium (II) acetate (7.41 g; 33 mmol), cesium carbonate (144.8 g; 440 mmol), and 2,2′-bis(diphenylphosphino)-1,1′-binaphthyl (31.8 g; 45 mmol) in dioxane (1 L). The resulting mixture was heated to 110° C., and then maintained at that temperature for 28 hr with stirring. The mixture was then allowed to cool t... Starting materials: CC1=CCC(CC1)=O (4-methyl-3-cyclohexen-1-one), CI (methyl iodide), CCOCC (ether), O (water), CCOCC (ether), [OH-].[Na+] (sodium hydroxide). Reagents/catalysts: [Cl-].C[N+](CCCCCCCC)(CCCCCCCC)CCCCCCCC (methyltrioctylammonium chloride). Product: CC1(C(CCC(=C1)C)=O)C (2,2,4-Trimethyl-3-cyclohexen-1-one). RXN SMILES: [CH3:1][C:2]1[CH2:7]C[C:5](=O)[CH2:4][CH:3]=1.[CH3:9]I.[OH-].[Na+].O.CC[O:16][CH2:17][CH3:18]>[Cl-].C[N+](CCCCCCCC)(CCCCCCCC)CCCCCCCC>[CH3:7][C:2]1([CH3:1])[CH:3]=[C:4]([CH3:5])[CH2:9][CH2:18][C:17]1=[O:16] |f:2.3,6.7|. Reported procedure: To a 500 ml 3-neck, round-bottom flask were charged 37.5 g of 88% purity 4-methyl-3-cyclohexen-1-one, 100 ml of ether, 89.5 g of methyl iodide and 0.3 g of methyltrioctylammonium chloride. This mixture was stirred mechanically at ambient temperature and treated with 30 g of granular sodium hydroxide. After 20 minutes at gentle reflux (no cooling used), heat was applied to maintain the reflux for 2 hours longer. The cooled mixture was diluted with ether and treated with water to dissolve the susp... The reactants are CN(C)CCCCCOCc1cc(Br)ccc1F, CC(Cl)Cl. RXN SMILES: [CH3:1][N:2]([CH3:3])[CH2:4][CH2:5][CH2:6][CH2:7][CH2:8][O:9][CH2:10][c:11]1[c:12]([F:18])[cH:13][cH:14][c:15]([Br:17])[cH:16]1.[Cl:19][CH:20]([Cl:21])[CH3:22]>>[CH3:1][NH:2][CH2:4][CH2:5][CH2:6][CH2:7][CH2:8][O:9][CH2:10][c:11]1[c:12]([F:18])[cH:13][cH:14][c:15]([Br:17])[cH:16]1. Yields the product CNCCCCCOCc1cc(Br)ccc1F.